Dataset: the Open Reaction Database (ORD), a public repository of structured organic reaction records. Task: describe an organic reaction: reactants, conditions, products, and yield Reactants: S(=O)(=O)(C1=CC=C(C)C=C1)NC1=CC=C(C(=O)OCC)C=C1 (ethyl 4-tosylaminobenzoate), BrCCCCBr (1,4-dibromobutane), C(C)(=O)OCC (ethyl acetate), [H-].[Na+] (sodium hydride), oil. Product: BrCCCCN(C1=CC=C(C(=O)OCC)C=C1)S(=O)(=O)C1=CC=C(C)C=C1 (Ethyl 4-[(4-bromobutyl)tosylamino]benzoate). Reaction SMILES: [H-].[Na+].[S:3]([NH:13][C:14]1[CH:24]=[CH:23][C:17]([C:18]([O:20][CH2:21][CH3:22])=[O:19])=[CH:16][CH:15]=1)([C:6]1[CH:12]=[CH:11][C:9]([CH3:10])=[CH:8][CH:7]=1)(=[O:5])=[O:4].[Br:25][CH2:26][CH2:27][CH2:28][CH2:29]Br.C(OCC)(=O)C>CN(C)C=O>[Br:25][CH2:26][CH2:27][CH2:28][CH2:29][N:13]([S:3]([C:6]1[CH:12]=[CH:11][C:9]([CH3:10])=[CH:8][CH:7]=1)(=[O:4])=[O:5])[C:14]1[CH:24]=[CH:23][C:17]([C:18]([O:20][CH2:21][CH3:22])=[O:19])=[CH:16][CH:15]=1 |f:0.1|. Run in CN(C=O)C (dimethylformamide), CN(C=O)C (dimethylformamide), hexanes, CN(C=O)C (dimethylformamide). Reported procedure: To 0.892 g (0.0372 mol) of sodium hydride resulting from washing 1.11-1.12 g of an 80% oil dispersion with hexanes under nitrogen was added 26 mL of dry dimethylformamide. To the stirred mixture was added dropwise over a 21 min period through an addition funnel a solution of 10.00 g (0.0313 mol) of ethyl 4-tosylaminobenzoate (Baker, B. R.; Santi, D. V.; Shapiro, H. S. J. Pharm. Sci.. 1964, 53, 1317) in 52 mL of dry dimethylformamide and then 3 mL of rinse dimethylformamide. When the stirred mixt... Conditions: time 8 hour. Yield: 5.0%. Product: C[C@@H]1CC(NC=2N=CN=C(C21)N2CCC(CC2)C=2N(C=C(N2)CCC(F)(F)F)CCN2CCCC2)=O ((R)-5-methyl-4-(4-(1-(2-(pyrrolidin-1-yl)ethyl)-4-(3,3,3-trifluoropropyl)-1H-imidazol-2-yl)piperidin-1-yl)-5,6-dihydropyrido[2,3-d]pyrimidin-7(8H)-one). The reactants are ClC=1C2=C(N=CN1)NC(C[C@H]2C)=O ((R)-4-chloro-5-methyl-5,6-dihydropyrido[2,3-d]pyrimidin-7(8H)-one), FC(C(=O)O)(F)F.FC(C(=O)O)(F)F.FC(C(=O)O)(F)F.FC(CCC=1N=C(N(C1)CCN1CCCC1)C1CCNCC1)(F)F (4-(4-(3,3,3-trifluoropropyl)-1-(2-(pyrrolidin-1-yl)ethyl)-1H-imidazol-2-yl)piperidine tris(2,2,2-trifluoroacetate)), CN1C(CCC1)=O (N-methylpyrrolidinone), C(C)(C)N(CC)C(C)C (diisopropylethylamine). Procedure: Add (R)-4-chloro-5-methyl-5,6-dihydropyrido[2,3-d]pyrimidin-7(8H)-one (0.33 g, 1.66 mmol), 4-(4-(3,3,3-trifluoropropyl)-1-(2-(pyrrolidin-1-yl)ethyl)-1H-imidazol-2-yl)piperidine tris(2,2,2-trifluoroacetate) (1.12 g, 1.0 eq), N-methylpyrrolidinone (10 mL) and diisopropylethylamine (2.30 mL, 8.0 eq) in a microwave tube. Seal with crimp cap. Heat in a microwave reactor at 200° C. for 10 minutes. Dilute the reaction mixture with water and extract with ethyl acetate. Wash with saturated aqueous sodium... The solvent is O (water). Conditions: temperature 200 celsius. RXN SMILES: Cl[C:2]1[C:3]2[C@H:11]([CH3:12])[CH2:10][C:9](=[O:13])[NH:8][C:4]=2[N:5]=[CH:6][N:7]=1.FC(F)(F)C(O)=O.FC(F)(F)C(O)=O.FC(F)(F)C(O)=O.[F:35][C:36]([F:58])([F:57])[CH2:37][CH2:38][C:39]1[N:40]=[C:41]([CH:51]2[CH2:56][CH2:55][NH:54][CH2:53][CH2:52]2)[N:42]([CH2:44][CH2:45][N:46]2[CH2:50][CH2:49][CH2:48][CH2:47]2)[CH:43]=1.CN1CCCC1=O.C(N(C(C)C)CC)(C)C>O>[CH3:12][C@H:11]1[C:3]2[C:2]([N:54]3[CH2:55][CH2:56][CH:51]([C:41]4[N:42]([CH2:44][CH2:45][N:46]5[CH2:47][CH2:48][CH2:49][CH2:50]5)[CH:43]=[C:39]([CH2:38][CH2:37][C:36]([F:57])([F:35])[F:58])[N:40]=4)[CH2:52][CH2:53]3)=[N:7][CH:6]=[N:5][C:4]=2[NH:8][C:9](=[O:13])[CH2:10]1 |f:1.2.3.4|.